From a dataset of the Open Reaction Database (ORD), a public repository of structured organic reaction records. describe an organic reaction: reactants, conditions, products, and yield Solvent: C1CCOC1 (THF), C(C)(=O)OCC (ethyl acetate). Starting materials: [H-].[Na+] (sodium hydride), COC(CC(=O)C)=O (acetoacetic acid methyl ester), 0C, ICC (iodoethane), C(CCC)[Li] (n-butyllithium), Cl (hydrochloric acid). Yields the product COC(CC(CCC)=O)=O (3-Oxohexanoic acid methyl ester). Conditions: time 10 minute. Reaction SMILES: [H-].[Na+].[CH3:3][O:4][C:5](=[O:10])[CH2:6][C:7]([CH3:9])=[O:8].[CH2:11]([Li])[CH2:12]CC.ICC.Cl>C(OCC)(=O)C.C1COCC1>[CH3:3][O:4][C:5](=[O:10])[CH2:6][C:7](=[O:8])[CH2:9][CH2:11][CH3:12] |f:0.1|. Procedure: 44.4 g of sodium hydride suspension (60% in paraffin oil) is introduced into 1500 ml of THF, and 107.5 ml of acetoacetic acid methyl ester 3 is added under nitrogen at 0° C. After 10 minutes, 440 ml of n-butyllithium solution (2.5 M in hexane) is then added in drops, and it is stirred for another 30 minutes at 0C. Now, 88.9 ml of iodoethane is added, and it is stirred overnight at room temperature. For working-up, it is again cooled to 0° C. and neutralized with 4N hydrochloric acid. The organic... Reactants: [Li]CCCC (n-BuLi), C(C1=CC=CC=C1)O (benzyl alcohol), ClC(C)B(O)O.OC(C)(C)C(C)(C)O (Pinacol (1-chloroethyl)boronate), Cl (HCl), CS(=O)C (DMSO), [C@@]12(C(CCC(C1(C)C)C2)(C)O)O ((s)-pinanediol). Solvent: C1CCOC1 (THF), C1CCOC1 (THF). Reaction conditions: time 1 hour. The product is C(C1=CC=CC=C1)OC(C)B(O)O.C12(C(CCC(C1(C)C)C2)(C)O)O (Pinanediol (1-benzyloxyethyl)boronate). Isolated yield 69.0%. RXN SMILES: [Li]CCCC.[CH2:6]([OH:13])[C:7]1[CH:12]=[CH:11][CH:10]=[CH:9][CH:8]=1.CS(C)=O.Cl[CH:19]([B:21]([OH:23])[OH:22])[CH3:20].OC(C(O)(C)C)(C)C.Cl.[C@@:33]12([OH:44])[CH2:41][CH:37]([C:38]1([CH3:40])[CH3:39])[CH2:36][CH2:35][C:34]2([OH:43])[CH3:42]>C1COCC1>[CH2:6]([O:13][CH:19]([B:21]([OH:23])[OH:22])[CH3:20])[C:7]1[CH:12]=[CH:11][CH:10]=[CH:9][CH:8]=1.[C:33]12([OH:44])[CH2:41][CH:37]([C:38]1([CH3:40])[CH3:39])[CH2:36][CH2:35][C:34]2([OH:43])[CH3:42] |f:3.4,8.9|. Reported procedure: n-BuLi (1.6 N, 13.8 mL) was added to a solution of benzyl alcohol (2.3 mL, 22 mmol) in THF (60 mL) at −78 ° C. followed by DMSO (1.6 mL, 22 mmol). The solution was allowed to warm to room temperature and stir for 1 h. The solution was recooled to 0° C. and a solution of Pinacol (1-chloroethyl)boronate (2.06 g, 11 mmol) in THF (60 mL) was added. The solution was stirred at room temperature for 1 h and then heated at 60° C. for 5 h. The contents of the flask are poured into 0.2 N HCl (300 mL). The... Reaction SMILES: [Br:1][c:2]1[cH:3][cH:4][c:5]([C:8]([CH2:9][c:10]2[cH:11][cH:12][cH:13][cH:14][cH:15]2)=[O:16])[cH:6][cH:7]1.[CH3:21][c:22]1[cH:23][cH:24][cH:25][cH:26][cH:27]1.[CH3:28][CH2:29][O:30][C:31](=[O:32])[CH3:33].[OH:17][CH2:18][CH2:19][OH:20]>>[Br:1][c:2]1[cH:3][cH:4][c:5]([C:8]2([CH2:9][c:10]3[cH:11][cH:12][cH:13][cH:14][cH:15]3)[O:16][CH2:19][CH2:18][O:17]2)[cH:6][cH:7]1. Reactants: O=C(Cc1ccccc1)c1ccc(Br)cc1, Cc1ccccc1, CCOC(C)=O, OCCO. Yields the product Brc1ccc(C2(Cc3ccccc3)OCCO2)cc1. Reactants: ice, C([O-])(O)=O.[Na+] (sodium bicarbonate), C1(=CC=CC=C1)S(=O)(=O)Cl (benzenesulfonyl chloride), [Cl-].NC1=[NH+]N(C2N1C1=C(C(=NC2C)C2=CC=C(C=C2)C(F)(F)F)C=C(C=C1Br)CC)CCC (1-amino-10-bromo-8-ethyl-4-methyl-3-propyl-6-(p-trifluoromethylphenyl)-4H-s-triazolo[4,3-a][1,4]benzodiazepinium chloride). Solvent: N1=CC=CC=C1 (pyridine). Conditions: time 15 hour. The product is [OH-].C1(=CC=CC=C1)S(=O)(=O)NC1=[NH+]N(C2N1C1=C(C(=NC2)C2=CC=CC=C2)C=C(C=C1)Cl)C (1-Benzenesulfonamido-8-chloro-3-methyl-6-phenyl-4H-s-triazolo[4,3-a][1,4]benzodiazepinium hydroxide). As a reaction SMILES: [C:1]1([S:7](Cl)(=[O:9])=[O:8])[CH:6]=[CH:5][CH:4]=[CH:3][CH:2]=1.[Cl-:11].[NH2:12][C:13]1[N:17]2[C:18]3[C:37](Br)=[CH:36][C:35](CC)=[CH:34][C:19]=3[C:20]([C:24]3[CH:29]=[CH:28][C:27](C(F)(F)F)=[CH:26][CH:25]=3)=[N:21][CH:22](C)[CH:16]2[N:15]([CH2:41]CC)[NH+:14]=1.C(=O)(O)[O-].[Na+]>N1C=CC=CC=1>[OH-:8].[C:1]1([S:7]([NH:12][C:13]2[N:17]3[C:18]4[CH:37]=[CH:36][C:35]([Cl:11])=[CH:34][C:19]=4[C:20]([C:24]4[CH:29]=[CH:28][CH:27]=[CH:26][CH:25]=4)=[N:21][CH2:22][CH:16]3[N:15]([CH3:41])[NH+:14]=2)(=[O:9])=[O:8])[CH:6]=[CH:5][CH:4]=[CH:3][CH:2]=1 |f:1.2,3.4,6.7|. Reported procedure: To an ice cold stirred solution of 0.388 g. (0.0022 mole) of benzenesulfonyl chloride in 15 ml. of dried pyridine, 0.721 g. (0.002 mole) of 1-amino-8-chloro-3-methyl-6-phenyl-4H-s-triazolo[4,3-a][1,4]benzodiazepinium chloride (VI) is added. The resulting mixture is kept in an ice bath for about 15 hours and then allowed to warm to room temperature and stand for about 6 hours. It is then poured into cold, dilute aqueous sodium bicarbonate solution and extracted with chloroform. The extract is was... Reactants: CC(=O)C1=CC(=CC=C1)Br (3-bromoacetophenone), [Si](OCC)(OCC)(OCC)OCC (Si(OEt)4), C(C)(C)C1=C(N)C(=CC=C1)C(C)C (2,6-diisopropylaniline), OS(=O)(=O)O (H2SO4). Conditions: temperature 170 celsius, time 1 hour. Product: BrC=1C=C(C=CC1)C(C)=NC1=C(C=CC=C1C(C)C)C(C)C (N-[1-(3-Bromophenyl)ethylidene]-2,6-diisopropylaniline). Yield: 87.9%. RXN SMILES: [CH3:1][C:2]([C:4]1[CH:9]=[CH:8][CH:7]=[C:6]([Br:10])[CH:5]=1)=O.[Si](OCC)(OCC)(OCC)OCC.[CH:24]([C:27]1[CH:33]=[CH:32][CH:31]=[C:30]([CH:34]([CH3:36])[CH3:35])[C:28]=1[NH2:29])([CH3:26])[CH3:25].OS(O)(=O)=O>>[Br:10][C:6]1[CH:5]=[C:4]([C:2](=[N:29][C:28]2[C:30]([CH:34]([CH3:35])[CH3:36])=[CH:31][CH:32]=[CH:33][C:27]=2[CH:24]([CH3:26])[CH3:25])[CH3:1])[CH:9]=[CH:8][CH:7]=1. Reported procedure: In 25 mL Claisens flask in an argon atmosphere, a mixture of 3.98 g (20.0 mmol) of 3-bromoacetophenone, 5.00 g (24.0 mmol) of Si(OEt)4, and 3.90 g (22.0 mmol) of 2,6-diisopropylaniline was heated to 170° C., and then 0.20 mL of 96% H2SO4 was added. This mixture was stirred at this temperature for 1 hr, and the formed ethanol was slowly distilled off. Later, 300 mL of cold water was added, and the product was extracted with 2×70 mL of diethyl ether. The combined extract was dried over K2CO3 and t... Starting materials: CC(C)(C)OC(=O)N1CCC(C=CC(=O)N2CCCC(C(=O)O)C2)CC1, CCOC(=O)CCN, CCN=C=NCCCN(C)C, CN(C)C=O, Cl, O, On1nnc2ccccc21. Product: CCOC(=O)CCNC(=O)C1CCCN(C(=O)C=CC2CCN(C(=O)OC(C)(C)C)CC2)C1. As a reaction SMILES: [C:1]([CH3:2])([CH3:3])([CH3:4])[O:5][C:6](=[O:7])[N:8]1[CH2:9][CH2:10][CH:11]([CH:14]=[CH:15][C:16](=[O:17])[N:18]2[CH2:19][CH:20]([C:24](=[O:25])[OH:26])[CH2:21][CH2:22][CH2:23]2)[CH2:12][CH2:13]1.[CH2:28]([CH3:29])[O:30][C:31]([CH2:32][CH2:33][NH2:34])=[O:35].[CH2:46]([N:47]=[C:48]=[N:49][CH2:50][CH2:51][CH2:52][N:53]([CH3:54])[CH3:55])[CH3:56].[CH3:57][N:58]([CH3:59])[CH:60]=[O:61].[ClH:27].[OH2:62].[OH:36][n:37]1[c:38]2[cH:39][cH:40][cH:41][cH:42][c:43]2[n:44][n:45]1>>[C:1]([CH3:2])([CH3:3])([CH3:4])[O:5][C:6](=[O:7])[N:8]1[CH2:9][CH2:10][CH:11]([CH:14]=[CH:15][C:16](=[O:17])[N:18]2[CH2:19][CH:20]([C:24](=[O:25])[NH:34][CH2:33][CH2:32][C:31]([O:30][CH2:28][CH3:29])=[O:35])[CH2:21][CH2:22][CH2:23]2)[CH2:12][CH2:13]1. Starting materials: O (water), [OH-].[Na+] (sodium hydroxide), SC=1NC2=C(N1)C=CC=C2 (2-mercaptobenzimidazole), C(C(=C)CC(=O)O)(=O)O (itaconic acid). Run in OS(=O)(=O)O (H2SO4). Yields the product N1=C(NC2=C1C=CC=C2)SCC(CC(=O)O)C(=O)O (3-(benzimidazol-2-ylthio)-propane-1,2-dicarboxylic acid), dihydrate. RXN SMILES: [SH:1][C:2]1[NH:3][C:4]2[CH:10]=[CH:9][CH:8]=[CH:7][C:5]=2[N:6]=1.[C:11]([OH:19])(=[O:18])[C:12]([CH2:14][C:15]([OH:17])=[O:16])=[CH2:13].O.[OH-].[Na+]>OS(O)(=O)=O>[N:3]1[C:4]2[CH:10]=[CH:9][CH:8]=[CH:7][C:5]=2[NH:6][C:2]=1[S:1][CH2:13][CH:12]([C:11]([OH:19])=[O:18])[CH2:14][C:15]([OH:17])=[O:16] |f:3.4|. Procedure: 47.4 g of 2-mercaptobenzimidazole are reacted in the same manner as in Example 10 with 40.7 g of itaconic acid in 150 ml of 70% H2SO4 at 40°-43°. After dilution with water, sodium hydroxide solution is added until pH 4 is reached, the product being precipitated as the dihydrate. Anhydrous 3-(benzimidazol-2-ylthio)-propane-1,2-dicarboxylic acid, melting at 165°-168°, is obtained from the dihydrate by recrystallisation.